The task is: describe an organic reaction: reactants, conditions, products, and yield. This data is from the Open Reaction Database (ORD), a public repository of structured organic reaction records. Reactants: Cl (HCl), FC=1C=C2C(C(NC2=CC1)=O)=O (5-Fluoroisatin), [OH-].[K+] (potassium hydroxide), C(C(=O)C)(=O)O (Pyruvic acid). Run at time 1 hour. Yields the product FC=1C=C2C(=CC(=NC2=CC1)C(=O)O)C(=O)O (6-Fluoroquinoline-2,4-dicarboxylic acid). The yield is 104.5%. Reaction SMILES: [F:1][C:2]1[CH:3]=[C:4]2[C:8](=[CH:9][CH:10]=1)[NH:7][C:6](=O)[C:5]2=[O:12].[OH-:13].[K+].[C:15]([OH:20])(=[O:19])[C:16]([CH3:18])=O.Cl>>[F:1][C:2]1[CH:3]=[C:4]2[C:8](=[CH:9][CH:10]=1)[N:7]=[C:6]([C:5]([OH:12])=[O:13])[CH:18]=[C:16]2[C:15]([OH:20])=[O:19] |f:1.2|. Procedure: 5-Fluoroisatin (9.74 g) was added to a hot solution of 33% potassium hydroxide (29.1 g in 85 ml water). Pyruvic acid (9.25 g) was added, the mixture stirred at room temperature for 1 h and boiled for 1 h. The mixture was cooled to room temperature and acidified with c.HCl. After refridgerating overnight, the precipitated material was collected by filtration and dried in vacuo at 50° C. to give the title compound (14.5 g). Starting materials: O=C([O-])[O-], CC(=O)[O-], CC(=O)[O-], NC(=O)c1cccnc1Cl, [Cu+2], Cc1ccccc1-n1nc(-c2ccc(F)cc2)cc1N, [K+], [K+], CN(C)C=O. Product: Cc1ccccc1-n1nc(-c2ccc(F)cc2)cc1Nc1ncccc1C(N)=O. RXN SMILES: [C:11](=[O:12])([O-:13])[O-:14].[C:42]([O-:43])(=[O:44])[CH3:45].[C:47]([O-:48])(=[O:49])[CH3:50].[Cl:1][c:2]1[c:3]([C:4](=[O:5])[NH2:6])[cH:7][cH:8][cH:9][n:10]1.[Cu+2:46].[F:17][c:18]1[cH:19][cH:20][c:21](-[c:24]2[n:25][n:26](-[c:30]3[c:31]([CH3:36])[cH:32][cH:33][cH:34][cH:35]3)[c:27]([NH2:29])[cH:28]2)[cH:22][cH:23]1.[K+:15].[K+:16].[O:37]=[CH:38][N:39]([CH3:40])[CH3:41]>>[c:2]1([NH:29][c:27]2[n:26](-[c:30]3[c:31]([CH3:36])[cH:32][cH:33][cH:34][cH:35]3)[n:25][c:24](-[c:21]3[cH:20][cH:19][c:18]([F:17])[cH:23][cH:22]3)[cH:28]2)[c:3]([C:4](=[O:5])[NH2:6])[cH:7][cH:8][cH:9][n:10]1.